Dataset: the Open Reaction Database (ORD), a public repository of structured organic reaction records. Task: describe an organic reaction: reactants, conditions, products, and yield Reactants: CC(C)O, O=C1c2c(OCc3ccccc3)cccc2-c2nn(CCN(CCO)Cc3ccccc3)c3ccc(Cl)c1c23, NCCNCCO. The product is O=C1c2c(OCc3ccccc3)cccc2-c2nn(CCN(CCO)Cc3ccccc3)c3ccc(NCCNCCO)c1c23. As a reaction SMILES: [CH3:47][CH:48]([OH:49])[CH3:50].[Cl:1][c:2]1[cH:3][cH:4][c:5]2[n:6]([CH2:27][CH2:28][N:29]([CH2:30][c:31]3[cH:32][cH:33][cH:34][cH:35][cH:36]3)[CH2:37][CH2:38][OH:39])[n:7][c:8]3[c:9]2[c:10]1[C:11](=[O:26])[c:12]1[c:13]([O:18][CH2:19][c:20]2[cH:21][cH:22][cH:23][cH:24][cH:25]2)[cH:14][cH:15][cH:16][c:17]1-3.[NH2:40][CH2:41][CH2:42][NH:43][CH2:44][CH2:45][OH:46]>>[c:2]1([NH:40][CH2:41][CH2:42][NH:43][CH2:44][CH2:45][OH:46])[cH:3][cH:4][c:5]2[n:6]([CH2:27][CH2:28][N:29]([CH2:30][c:31]3[cH:32][cH:33][cH:34][cH:35][cH:36]3)[CH2:37][CH2:38][OH:39])[n:7][c:8]3[c:9]2[c:10]1[C:11](=[O:26])[c:12]1[c:13]([O:18][CH2:19][c:20]2[cH:21][cH:22][cH:23][cH:24][cH:25]2)[cH:14][cH:15][cH:16][c:17]1-3. Reactants: BrB(Br)Br, ClCCl, COc1ccc(-n2c(=O)cc(C(F)(F)F)n(C)c2=O)cc1. The product is Cn1c(C(F)(F)F)cc(=O)n(-c2ccc(O)cc2)c1=O. Reaction SMILES: [B:22]([Br:23])([Br:24])[Br:25].[CH2:26]([Cl:27])[Cl:28].[CH3:1][n:2]1[c:3](=[O:21])[n:4](-[c:13]2[cH:14][cH:15][c:16]([O:19][CH3:20])[cH:17][cH:18]2)[c:5](=[O:12])[cH:6][c:7]1[C:8]([F:9])([F:10])[F:11]>>[CH3:1][n:2]1[c:3](=[O:21])[n:4](-[c:13]2[cH:14][cH:15][c:16]([OH:19])[cH:17][cH:18]2)[c:5](=[O:12])[cH:6][c:7]1[C:8]([F:9])([F:10])[F:11]. Starting materials: BrC=1C=C(C=CC1)NC1=NC=NC2=CC=C(C=C12)N (N-(3-bromophenyl)-4,6-quinazolindiamine), C(C(C)C)OC(=O)Cl (isobutylchloroformate), CN1CCOCC1 (N-methylmorpholine), N1(CCOCC1)CC(C(=O)O)=C (2-Morpholin-4-ylmethyl-acrylic acid). Solvent: N1=CC=CC=C1 (pyridine), C(C)(=O)OCC (ethyl acetate), O1CCCC1 (tetrahydrofuran), O1CCCC1 (tetrahydrofuran). Reaction conditions: time 2 minute. Product: BrC=1C=C(C=CC1)NC1=NC=NC2=CC=C(C=C12)NC(C(=C)CN1CCOCC1)=O (N-[4-(3-Bromo-phenylamino)-quinazolin-6-yl]-2-morpholin-4-ylmethyl-acrylamide). RXN SMILES: [N:1]1([CH2:7][C:8](=[CH2:12])[C:9]([OH:11])=O)[CH2:6][CH2:5][O:4][CH2:3][CH2:2]1.C(OC(Cl)=O)C(C)C.CN1CCOCC1.[Br:28][C:29]1[CH:30]=[C:31]([NH:35][C:36]2[C:45]3[C:40](=[CH:41][CH:42]=[C:43]([NH2:46])[CH:44]=3)[N:39]=[CH:38][N:37]=2)[CH:32]=[CH:33][CH:34]=1>O1CCCC1.N1C=CC=CC=1.C(OCC)(=O)C>[Br:28][C:29]1[CH:30]=[C:31]([NH:35][C:36]2[C:45]3[C:40](=[CH:41][CH:42]=[C:43]([NH:46][C:9](=[O:11])[C:8]([CH2:7][N:1]4[CH2:2][CH2:3][O:4][CH2:5][CH2:6]4)=[CH2:12])[CH:44]=3)[N:39]=[CH:38][N:37]=2)[CH:32]=[CH:33][CH:34]=1. Procedure: A tetrahydrofuran solution of 2.06 g (0.012 moles) of 2-Morpholin-4-ylmethyl-acrylic acid in 25 mL of tetrahydrofuran was cooled in an ice bath, and 1.56 mL (1.64 g; 0.012 mole) of isobutylchloroformate was added, giving a precipitate. This was followed by 1.32 mL (1.22 g; 0.012 mole) of N-methylmorpholine. After 2 minutes, 3.15 g (0.01 mole) of N-(3-bromophenyl)-4,6-quinazolindiamine in 25 mL of pyridine was added. Cooling and stirring were continued for 1 ½ hours. Then the reaction was poured ... Reactants: COC1=CC=C(C=C1)O (4-Methoxyphenol), [OH-].[K+] (KOH), C(C=C)#N (acrylonitrile). Run in C(C)(C)(C)O (t-butanol), CCOCC (ether). Reaction conditions: temperature 75 celsius, time 5 hour. The product is C(#N)CCOC1=CC=C(C=C1)OC (4-(2-Cyanoethoxy)anisole). Reaction SMILES: [CH3:1][O:2][C:3]1[CH:8]=[CH:7][C:6]([OH:9])=[CH:5][CH:4]=1.[OH-].[K+].[C:12](#[N:15])[CH:13]=[CH2:14]>C(O)(C)(C)C.CCOCC>[C:12]([CH2:13][CH2:14][O:9][C:6]1[CH:7]=[CH:8][C:3]([O:2][CH3:1])=[CH:4][CH:5]=1)#[N:15] |f:1.2|. Procedure details: 4-Methoxyphenol (248 g), KOH (5.6 g) and acrylonitrile (397 ml) were dissolved in 1 liter of t-butanol and heated with stirring at 75° C. for 5 hours. The mixture was then cooled to room temperature and stripped in vacuo to solid residue, which was repulped in ether and insolubles recovered by filtration. The latter were taken up in 2 liters of ethyl acetate, washed in sequence with 1 liter each of H2O, saturated NaHCO3 and saturated NaCl, dried over MgSO4 and restripped to yield purified title ... The reactants are CCO, CCOC(=O)CCNC(=O)c1ccc(NC(c2nc3ccc(OC)cc3n2C)C2CCCCC2)cc1, [Na+], C1CCOC1, [OH-]. Yields the product COc1ccc2nc(C(Nc3ccc(C(=O)NCCC(=O)O)cc3)C3CCCCC3)n(C)c2c1. RXN SMILES: [CH3:44][CH2:45][OH:46].[CH:1]1([CH:7]([c:8]2[n:9][c:10]3[c:11]([n:12]2[CH3:13])[cH:14][c:15]([O:18][CH3:19])[cH:16][cH:17]3)[NH:20][c:21]2[cH:22][cH:23][c:24]([C:27](=[O:28])[NH:29][CH2:30][CH2:31][C:32](=[O:33])[O:34][CH2:35][CH3:36])[cH:25][cH:26]2)[CH2:2][CH2:3][CH2:4][CH2:5][CH2:6]1.[Na+:43].[O:37]1[CH2:38][CH2:39][CH2:40][CH2:41]1.[OH-:42]>>[CH:1]1([CH:7]([c:8]2[n:9][c:10]3[c:11]([n:12]2[CH3:13])[cH:14][c:15]([O:18][CH3:19])[cH:16][cH:17]3)[NH:20][c:21]2[cH:22][cH:23][c:24]([C:27](=[O:28])[NH:29][CH2:30][CH2:31][C:32](=[O:33])[OH:34])[cH:25][cH:26]2)[CH2:2][CH2:3][CH2:4][CH2:5][CH2:6]1. Starting materials: NC(=O)NC(C(=O)O)C1=CC(=C(C=C1)O)CCl (α-(aminocarbonyl)amino-3-chloromethyl-4-hydroxybenzeneacetic acid), [H][H] (hydrogen). The reagents and catalysts are [Pd] (Pd on charcoal). Solvent: O (water). Product: NC(=O)NC(C(=O)O)C1=CC(=C(C=C1)O)C (α-(Aminocarbonyl)amino-4-hydroxy-3-methylbenzeneacetic acid). Reaction SMILES: [NH2:1][C:2]([NH:4][CH:5]([C:9]1[CH:14]=[CH:13][C:12]([OH:15])=[C:11]([CH2:16]Cl)[CH:10]=1)[C:6]([OH:8])=[O:7])=[O:3].[H][H]>O.[Pd]>[NH2:1][C:2]([NH:4][CH:5]([C:9]1[CH:14]=[CH:13][C:12]([OH:15])=[C:11]([CH3:16])[CH:10]=1)[C:6]([OH:8])=[O:7])=[O:3]. Reported procedure: A mixture of α-(aminocarbonyl)amino-3-chloromethyl-4-hydroxybenzeneacetic acid (0.1 mole) and 10% Pd on charcoal (1 g) catalyst in 50 ml of water is subjected to hydrogen gas at a pressure of about 60 pounds/in2 at room temperature for a period of about 16 hours. Removal of the catalyst followed by evaporation of the water gives the title compound. Reactants: CNc1ccc(Oc2ccnc(C(=O)OC(C)(C)C)c2)cc1N, Cn1c(Nc2ccc(Cl)c(C(F)(F)F)c2)nc2cc(Oc3ccnc(C(=O)OC(C)(C)C)c3)ccc21, ClCCl, CO, FC(F)(F)c1ccccc1Cl, CI, [N-]=C=S, NC(N)=S, O=C(O)C(F)(F)F. The product is Cn1c(Nc2ccc(Cl)c(C(F)(F)F)c2)nc2cc(Oc3ccnc(C(=O)O)c3)ccc21. RXN SMILES: [C:1]([O:2][C:3]([c:4]1[cH:5][c:6]([O:7][c:8]2[cH:9][cH:10][c:11]([NH:12][CH3:13])[c:14]([NH2:15])[cH:16]2)[cH:17][cH:18][n:19]1)=[O:20])([CH3:21])([CH3:22])[CH3:23].[C:44]([CH3:45])([CH3:46])([CH3:47])[O:48][C:49](=[O:50])[c:51]1[n:52][cH:53][cH:54][c:55]([O:57][c:58]2[cH:59][c:60]3[c:61]([n:62]([CH3:77])[c:63]([NH:65][c:66]4[cH:67][c:68]([C:73]([F:74])([F:75])[F:76])[c:69]([Cl:72])[cH:70][cH:71]4)[n:64]3)[cH:78][cH:79]2)[cH:56]1.[CH2:89]([Cl:90])[Cl:91].[CH3:87][OH:88].[Cl:27][c:28]1[cH:29][cH:30][cH:31][cH:32][c:33]1[C:34]([F:35])([F:36])[F:37].[I:42][CH3:43].[N-:24]=[C:25]=[S:26].[NH2:38][C:39](=[S:40])[NH2:41].[OH:80][C:81]([C:82]([F:83])([F:84])[F:85])=[O:86]>>[O:48]=[C:49]([OH:50])[c:51]1[n:52][cH:53][cH:54][c:55]([O:57][c:58]2[cH:59][c:60]3[c:61]([n:62]([CH3:77])[c:63]([NH:65][c:66]4[cH:67][c:68]([C:73]([F:74])([F:75])[F:76])[c:69]([Cl:72])[cH:70][cH:71]4)[n:64]3)[cH:78][cH:79]2)[cH:56]1. Starting materials: BrC=1C=C2C(=NC1)NC(C2)=O (5-bromo-1,3-dihydro-pyrrolo[2,3-b]pyridin-2-one), COC=1C=C(C=C(C1OC)OC)B(O)O (3,4,5-trimethoxyphenylboronic acid). The reagents and catalysts are Cl[Pd]([P](C1=CC=CC=C1)(C2=CC=CC=C2)C3=CC=CC=C3)([P](C4=CC=CC=C4)(C5=CC=CC=C5)C6=CC=CC=C6)Cl (dichlorobis(triphenylphosphine)palladium). Run in CC#N (CH3CN), C(=O)([O-])[O-].[Na+].[Na+] (Na2CO3). Run at temperature 150 celsius. Product: COC=1C=C(C=C(C1OC)OC)C=1C=C2C(=NC1)NC(C2)=O (5-(3,4,5-trimethoxy-phenyl)-1,3-dihydro-pyrrolo[2,3-b]pyridin-2-one). Isolated yield 30.1%. RXN SMILES: Br[C:2]1[CH:3]=[C:4]2[CH2:10][C:9](=[O:11])[NH:8][C:5]2=[N:6][CH:7]=1.[CH3:12][O:13][C:14]1[CH:15]=[C:16](B(O)O)[CH:17]=[C:18]([O:22][CH3:23])[C:19]=1[O:20][CH3:21]>CC#N.C([O-])([O-])=O.[Na+].[Na+].Cl[Pd](Cl)([P](C1C=CC=CC=1)(C1C=CC=CC=1)C1C=CC=CC=1)[P](C1C=CC=CC=1)(C1C=CC=CC=1)C1C=CC=CC=1>[CH3:23][O:22][C:18]1[CH:17]=[C:16]([C:2]2[CH:3]=[C:4]3[CH2:10][C:9](=[O:11])[NH:8][C:5]3=[N:6][CH:7]=2)[CH:15]=[C:14]([O:13][CH3:12])[C:19]=1[O:20][CH3:21] |f:3.4.5,^1:38,57|. Procedure: A mixture of 5-bromo-1,3-dihydro-pyrrolo[2,3-b]pyridin-2-one (200 mg, 0.939 mmol), 3,4,5-trimethoxyphenylboronic acid (239 mg, 1.127 mmol) and dichlorobis(triphenylphosphine)palladium (II) (33 mg, 0.047 mmol) in CH3CN (5 ml) and 1 M Na2CO3 (5 ml) was heated in a microwave reactor for 10 min at 150° C. The reaction mixture was filtered, evaporated, partitioned between water and DCM and purified by silica gel chromatography with 0-10% MeOH:DCM to obtain 85 mg (30%) of compound #. 1H NMR (CDCl3/DMS... The reactants are CC(=O)[O-], CC(=O)O, [Na+], CS(=O)(=O)Nc1cc2occ(C=NO)c(=O)c2cc1Oc1ccccc1. Product: CS(=O)(=O)Nc1cc2occ(C#N)c(=O)c2cc1Oc1ccccc1. Reaction SMILES: [CH3:28][C:29](=[O:30])[O-:31].[CH3:32][C:33](=[O:34])[OH:35].[Na+:27].[OH:1][N:2]=[CH:3][c:4]1[cH:5][o:6][c:7]2[c:8]([c:9]1=[O:10])[cH:11][c:12]([O:20][c:21]1[cH:22][cH:23][cH:24][cH:25][cH:26]1)[c:13]([NH:15][S:16](=[O:17])(=[O:18])[CH3:19])[cH:14]2>>[N:2]#[C:3][c:4]1[cH:5][o:6][c:7]2[c:8]([c:9]1=[O:10])[cH:11][c:12]([O:20][c:21]1[cH:22][cH:23][cH:24][cH:25][cH:26]1)[c:13]([NH:15][S:16](=[O:17])(=[O:18])[CH3:19])[cH:14]2.